From a dataset of the Open Reaction Database (ORD), a public repository of structured organic reaction records. describe an organic reaction: reactants, conditions, products, and yield Starting materials: C1(=CCCCC1)CN1C(CCC1)CCO (2-[1-(1-cyclohexenylmethyl) 2-pyrrolidinyl]ethanol), S(=O)(Cl)Cl (thionyl chloride). Run in C(Cl)(Cl)Cl (chloroform). Product: C1(=CCCCC1)CN1C(CCC1)CC(O)Cl (2-[1-(1-cyclohexenylmethyl)-2-pyrrolidinyl]chloroethanol). Reaction SMILES: [C:1]1([CH2:7][N:8]2[CH2:12][CH2:11][CH2:10][CH:9]2[CH2:13][CH2:14][OH:15])[CH2:6][CH2:5][CH2:4][CH2:3][CH:2]=1.S(Cl)([Cl:18])=O>C(Cl)(Cl)Cl>[C:1]1([CH2:7][N:8]2[CH2:12][CH2:11][CH2:10][CH:9]2[CH2:13][CH:14]([Cl:18])[OH:15])[CH2:6][CH2:5][CH2:4][CH2:3][CH:2]=1. Procedure details: 17.8 g of 2-[1-(1-cyclohexenylmethyl) 2-pyrrolidinyl]ethanol (0.085 mole) and 50 ml of chloroform are introduced into a 250 ml balloon flask provided with a stirrer, a thermometer, a condenser and a dropping funnel, then 15.3 ml of thionyl chloride is dropped in, the temperature being kept at about 25°-25° C. by cooling. Reactants: FC1=C(N)C=CC(=C1)Cl (2-fluoro-4-chloroaniline), BrC(C(=O)OC(C1=CC(=CC=C1)OC1=CC=CC=C1)C#N)C(C)C (m-phenoxy-α-cyanobenzyl α-bromoisovalerate). The product is m-phenoxy-α-cyanobenzyl ester, FC1=C(C=CC(=C1)Cl)N[C@@H](C(C)C)C(=O)O (N-(2-fluoro-4-chlorophenyl)valine). As a reaction SMILES: [F:1][C:2]1[CH:8]=[C:7]([Cl:9])[CH:6]=[CH:5][C:3]=1[NH2:4].Br[CH:11]([CH:31]([CH3:33])[CH3:32])[C:12]([O:14]C(C#N)C1C=CC=C(OC2C=CC=CC=2)C=1)=[O:13]>>[F:1][C:2]1[CH:8]=[C:7]([Cl:9])[CH:6]=[CH:5][C:3]=1[NH:4][C@H:11]([C:12]([OH:14])=[O:13])[CH:31]([CH3:33])[CH3:32]. Reported procedure: Following the procedure of Example 6, 2-fluoro-4-chloroaniline is reacted with m-phenoxy-α-cyanobenzyl α-bromoisovalerate to give the m-phenoxy-α-cyanobenzyl ester of N-(2-fluoro-4-chlorophenyl)valine, MS m/e 452 (M+). Alternatively 2-fluoro-4-chloroaniline is reacted with the sodium salt of α-bromoisovaleric acid to give N-(2-fluoro-4-chlorophenyl)valine, which is then esterified using m-phenoxy-α-cyanobenzyl bromide or mesylate. Reactants: NC=1C=C2C(C(N(C2=CC1)CCN(C(C)C)C(C)C)=O)=O (5-amino-1-(2-diisopropylaminoethyl)isatin), Cl.NNC(=O)N (semicarbazide hydrochloride). Product: NC=1C=C2\C(\C(N(C2=CC1)CCN(C(C)C)C(C)C)=O)=N/NC(=O)N ((E)-5-amino-1-(2-diisopropylaminoethyl)isatin 3-semicarbazone). The yield is 74.0%. Reaction SMILES: [NH2:1][C:2]1[CH:3]=[C:4]2[C:8](=[CH:9][CH:10]=1)[N:7]([CH2:11][CH2:12][N:13]([CH:17]([CH3:19])[CH3:18])[CH:14]([CH3:16])[CH3:15])[C:6](=[O:20])[C:5]2=O.Cl.[NH2:23][NH:24][C:25]([NH2:27])=[O:26]>>[NH2:1][C:2]1[CH:3]=[C:4]2[C:8](=[CH:9][CH:10]=1)[N:7]([CH2:11][CH2:12][N:13]([CH:17]([CH3:19])[CH3:18])[CH:14]([CH3:16])[CH3:15])[C:6](=[O:20])/[C:5]/2=[N:23]/[NH:24][C:25]([NH2:27])=[O:26] |f:1.2|. Procedure details: By using 5-amino-1-(2-diisopropylaminoethyl)isatin and semicarbazide hydrochloride, a method analogous to that described in Example 4 was carried out to obtain (E)-5-amino-1-(2-diisopropylaminoethyl)isatin 3-semicarbazone having a melting point of 221°-222° C. (decomposition) (yield: 74.0%, recrystallizing solvent: chloroform-methanol). Reactants: C(C)(=O)N1C(C(C2=CC=C(C=C12)C(=O)OCC)=C(C1=CC=CC=C1)OCC)=O (1-acetyl-3-(1-ethoxy-1-phenylmethylene)-6-ethoxycarbonyl-2-indolinone), CN(C)CC(=O)N(C1=CC=C(C=C1)N)C (N-dimethylaminomethylcarbonyl-N-methyl-p-phenylenediamine). Product: CN(C)CC(=O)N(C)C1=CC=C(N\C(\C2=CC=CC=C2)=C\2/C(NC3=CC(=CC=C23)C(=O)OCC)=O)C=C1 (3-Z-[1-(4-(N-dimethylaminomethylcarbonyl-N-methyl-amino)-anilino)-1-phenyl-methylene]-6-ethoxycarbonyl-2-indolinone). Reaction SMILES: C([N:4]1[C:12]2[C:7](=[CH:8][CH:9]=[C:10]([C:13]([O:15][CH2:16][CH3:17])=[O:14])[CH:11]=2)[C:6](=[C:18](OCC)[C:19]2[CH:24]=[CH:23][CH:22]=[CH:21][CH:20]=2)[C:5]1=[O:28])(=O)C.[CH3:29][N:30]([CH2:32][C:33]([N:35]([CH3:43])[C:36]1[CH:41]=[CH:40][C:39]([NH2:42])=[CH:38][CH:37]=1)=[O:34])[CH3:31]>>[CH3:31][N:30]([CH2:32][C:33]([N:35]([C:36]1[CH:37]=[CH:38][C:39]([NH:42]/[C:18](=[C:6]2\[C:5](=[O:28])[NH:4][C:12]3[C:7]\2=[CH:8][CH:9]=[C:10]([C:13]([O:15][CH2:16][CH3:17])=[O:14])[CH:11]=3)/[C:19]2[CH:20]=[CH:21][CH:22]=[CH:23][CH:24]=2)=[CH:40][CH:41]=1)[CH3:43])=[O:34])[CH3:29]. Procedure details: Prepared from 1-acetyl-3-(1-ethoxy-1-phenylmethylene)-6-ethoxycarbonyl-2-indolinone and N-dimethylaminomethylcarbonyl-N-methyl-p-phenylenediamine Rf value: 0.1 (silica gel, methylene chloride/ethanol=10:1) C29H30N4O4 Yields the product OCCOC1=C(C#N)C(=CC=C1)[N+](=O)[O-] (2-(2-Hydroxyethoxy)-6-nitrobenzonitrile). Reaction SMILES: O[CH:2]([CH3:4])[O-:3].[Li+].[N+:6]([C:9]1[CH:16]=[CH:15][CH:14]=[C:13]([N+]([O-])=O)[C:10]=1[C:11]#[N:12])([O-:8])=[O:7].[O-:20]CC>O1CCCC1>[OH:20][CH2:4][CH2:2][O:3][C:13]1[CH:14]=[CH:15][CH:16]=[C:9]([N+:6]([O-:8])=[O:7])[C:10]=1[C:11]#[N:12] |f:0.1|. Solvent: O1CCCC1 (tetrahydrofuran), O1CCCC1 (tetrahydrofuran). Procedure: 2-(2-Hydroxyethoxy)-6-nitrobenzonitrile is prepared by the dropwise addition of a tetrahydrofuran solution of lithium hydroxyethoxide to a tetrahydrofuran (500 ml.) solution of 2,6-dinitrobenzonitrile (19.3 g.) at reflux. After all the ethoxide is added, the reaction is refluxed for 4 hours, cooled and evaporated to dryness. The solid product is extracted with hot benzene, m.p. 140°-142°C. Reactants: OC([O-])C.[Li+] (lithium hydroxyethoxide), [N+](=O)([O-])C1=C(C#N)C(=CC=C1)[N+](=O)[O-] (2,6-dinitrobenzonitrile), [O-]CC (ethoxide).